Dataset: the Open Reaction Database (ORD), a public repository of structured organic reaction records. Task: describe an organic reaction: reactants, conditions, products, and yield Starting materials: C1COCCO1, CCOC(=O)C1CCN(c2ccccn2)CC1, CCOCC, [Na+], [OH-]. Product: O=C(O)C1CCN(c2ccccn2)CC1. Reaction SMILES: [CH2:25]1[O:26][CH2:27][CH2:28][O:29][CH2:30]1.[CH2:3]([CH3:4])[O:5][C:6](=[O:7])[CH:8]1[CH2:9][CH2:10][N:11]([c:14]2[n:15][cH:16][cH:17][cH:18][cH:19]2)[CH2:12][CH2:13]1.[CH3:20][CH2:21][O:22][CH2:23][CH3:24].[Na+:2].[OH-:1]>>[O:5]=[C:6]([OH:7])[CH:8]1[CH2:9][CH2:10][N:11]([c:14]2[n:15][cH:16][cH:17][cH:18][cH:19]2)[CH2:12][CH2:13]1. Reactants: C(C)(C)(C)OC(=O)N1CC2=NNC(=C2C1)N (3-amino-2,6-dihydro-4H-pyrrolo[3,4-c]pyrazole-5-carboxylic acid tert-butyl ester), ClCC(=O)CC(C)=O (3-chloroacetylacetone), CC(=O)O (AcOH), O (water). The product is Cl.ClC1=C(N2N=C3C(=C2N=C1C)CNC3)C (6-chloro-5,7-dimethyl-2,3-dihydro-1H-2,4,7a,8-tetraaza-cyclopenta[a]indene hydrochloride). The yield is 90.0%. RXN SMILES: C(OC([N:8]1[CH2:15][C:14]2[C:10](=[N:11][NH:12][C:13]=2[NH2:16])[CH2:9]1)=O)(C)(C)C.[Cl:17][CH2:18][C:19]([CH2:21]C(=O)C)=O.O.[CH3:26][C:27](O)=O>>[ClH:17].[Cl:17][C:18]1[C:19]([CH3:21])=[N:16][C:13]2[N:12]([N:11]=[C:10]3[CH2:9][NH:8][CH2:15][C:14]3=2)[C:27]=1[CH3:26] |f:4.5|. Procedure: A solution of 3-amino-2,6-dihydro-4H-pyrrolo[3,4-c]pyrazole-5-carboxylic acid tert-butyl ester (1 g; 4.46 mmol; 1 eq.) and 3-chloroacetylacetone (0.71 mL; 6.24 mmol; 1.4 eq.) in AcOH (10 mL) was stirred at room temperature for 18 hours. The reaction was poured into water (100 mL) under vigorous stirring and the precipitate filtered off, washed with water (3×) and dried to afford the title compound (1298 mg, 90%) as an off-white solid. 1H NMR (DMSO-d6) δ 4.60-4.52 (m, 4H), 2.81 (br s, 3H), 2.60-2... Starting materials: ClC1=CC=CC(=N1)C(=O)OC (methyl 6-chloro-2-pyridinecarboxylate), O (water), [H-].[Na+] (Sodium hydride), CC1=C(N=C(O1)C1=CC=CC=C1)CO (5-methyl-2-phenyl-4-oxazolylmethanol). The product is CC1=C(N=C(O1)C1=CC=CC=C1)COC1=CC=CC(=N1)C(=O)OC (methyl 6-(5-methyl-2-phenyl-4-oxazolylmethoxy)-2-pyridinecarboxylate). Isolated yield 50.8%. Reported procedure: Sodium hydride (60%, oily, 1.80 g) was added to a solution of 5-methyl-2-phenyl-4-oxazolylmethanol (8.51 g) in tetrahydrofuran (100 ml) at 0° C., which was stirred at room temperature for 15 minutes. A solution of methyl 6-chloro-2-pyridinecarboxylate (7.72 g) in tetrahydrofuran (75 ml) was added to the mixture. After being stirred at 40° C. for 5 hours, the reaction mixture was poured into water, which was extracted with ethyl acetate. The ethyl acetate layer was washed with saturated aqueous s... Run at time 15 minute. Solvent: O1CCCC1 (tetrahydrofuran), O1CCCC1 (tetrahydrofuran). As a reaction SMILES: [H-].[Na+].[CH3:3][C:4]1[O:8][C:7]([C:9]2[CH:14]=[CH:13][CH:12]=[CH:11][CH:10]=2)=[N:6][C:5]=1[CH2:15][OH:16].Cl[C:18]1[N:23]=[C:22]([C:24]([O:26][CH3:27])=[O:25])[CH:21]=[CH:20][CH:19]=1.O>O1CCCC1>[CH3:3][C:4]1[O:8][C:7]([C:9]2[CH:14]=[CH:13][CH:12]=[CH:11][CH:10]=2)=[N:6][C:5]=1[CH2:15][O:16][C:18]1[N:23]=[C:22]([C:24]([O:26][CH3:27])=[O:25])[CH:21]=[CH:20][CH:19]=1 |f:0.1|.